Dataset: the Open Reaction Database (ORD), a public repository of structured organic reaction records. Task: describe an organic reaction: reactants, conditions, products, and yield The reactants are OC1=COC=CC1=O (3-hydroxy-4H-pyran-4-one), BrCC(=O)OCC (ethyl 2-bromoacetate), C([O-])([O-])=O.[K+].[K+] (potassium carbonate). The solvent is C(C)O (ethanol). Run at time 75 minute. Yields the product O=C1C(=COC=C1)OCC(=O)OCC (ethyl 2-(4-oxo-4H-pyran-3-yloxy)acetate). Reaction SMILES: [OH:1][C:2]1[C:7](=[O:8])[CH:6]=[CH:5][O:4][CH:3]=1.Br[CH2:10][C:11]([O:13][CH2:14][CH3:15])=[O:12].C(=O)([O-])[O-].[K+].[K+]>C(O)C>[O:8]=[C:7]1[CH:6]=[CH:5][O:4][CH:3]=[C:2]1[O:1][CH2:10][C:11]([O:13][CH2:14][CH3:15])=[O:12] |f:2.3.4|. Procedure: A mixture of 3-hydroxy-4H-pyran-4-one (1.12 g), ethyl 2-bromoacetate (1.7 g) and potassium carbonate (1.4 g) in ethanol (30 ml) was stirred at 67° to 70° C. for 75 minutes. The reaction mixture was allowed to stand at room temperature. An insoluble substance was filtered off, and the filtrate was adjusted to pH 4 to 5 with conc. hydrochloric acid and the ethanol was removed. To the residue was added ethyl acetate, and the resultant mixture was washed with an aqueous solution saturated with sodiu... The reactants are C1CCOC1, COC(=O)c1sc([N+](=O)[O-])cc1N=NN(C)C, [NH4+], [OH-], O. Reaction SMILES: [CH2:21]1[O:22][CH2:23][CH2:24][CH2:25]1.[CH3:3][N:4]([CH3:5])[N:6]=[N:7][c:8]1[c:9]([C:16]([O:18][CH3:17])=[O:19])[s:10][c:11]([N+:13](=[O:14])[O-:15])[cH:12]1.[NH4+:1].[OH-:2].[OH2:20]>>[NH2:1][C:16]([c:9]1[c:8]([N:7]=[N:6][N:4]([CH3:3])[CH3:5])[cH:12][c:11]([N+:13](=[O:14])[O-:15])[s:10]1)=[O:18]. Yields the product CN(C)N=Nc1cc([N+](=O)[O-])sc1C(N)=O. Reactants: C[Al](C)C, CNC, Cc1ccccc1, CCOC(=O)c1nn(-c2cccc(Cl)c2)c(=O)c2c1c1ccc(Cl)cc1n2C, ClCCl, Cl, O. The product is CN(C)C(=O)c1nn(-c2cccc(Cl)c2)c(=O)c2c1c1ccc(Cl)cc1n2C. Reaction SMILES: [CH3:12][Al:13]([CH3:14])[CH3:15].[CH3:2][NH:3][CH3:4].[CH3:5][c:6]1[cH:7][cH:8][cH:9][cH:10][cH:11]1.[Cl:16][c:17]1[cH:18][cH:19][c:20]2[c:21]3[c:22]([n:23]([CH3:26])[c:24]2[cH:25]1)[c:27](=[O:43])[n:28](-[c:36]1[cH:37][c:38]([Cl:42])[cH:39][cH:40][cH:41]1)[n:29][c:30]3[C:31](=[O:32])[O:33][CH2:34][CH3:35].[Cl:44][CH2:45][Cl:46].[ClH:1].[OH2:47]>>[CH3:2][N:3]([CH3:4])[C:31]([c:30]1[c:21]2[c:20]3[cH:19][cH:18][c:17]([Cl:16])[cH:25][c:24]3[n:23]([CH3:26])[c:22]2[c:27](=[O:43])[n:28](-[c:36]2[cH:37][c:38]([Cl:42])[cH:39][cH:40][cH:41]2)[n:29]1)=[O:32].